Dataset: the Open Reaction Database (ORD), a public repository of structured organic reaction records. Task: describe an organic reaction: reactants, conditions, products, and yield Starting materials: CS(C)=O, CC(C)(O)c1ccc(-c2cc(C(N)=O)c(Nc3cccc(CO)n3)s2)c(F)c1. Product: CC(C)(O)c1ccc(-c2cc(C(N)=O)c(Nc3cccc(C=O)n3)s2)c(F)c1. Reaction SMILES: [CH3:29][S:30]([CH3:31])=[O:32].[F:1][c:2]1[c:3](-[c:12]2[cH:13][c:14]([C:26](=[O:27])[NH2:28])[c:15]([NH:17][c:18]3[n:19][c:20]([CH2:24][OH:25])[cH:21][cH:22][cH:23]3)[s:16]2)[cH:4][cH:5][c:6]([C:8]([CH3:9])([CH3:10])[OH:11])[cH:7]1>>[F:1][c:2]1[c:3](-[c:12]2[cH:13][c:14]([C:26](=[O:27])[NH2:28])[c:15]([NH:17][c:18]3[n:19][c:20]([CH:24]=[O:25])[cH:21][cH:22][cH:23]3)[s:16]2)[cH:4][cH:5][c:6]([C:8]([CH3:9])([CH3:10])[OH:11])[cH:7]1. Procedure: A mixture of 1-benzyl-5-hydroxy-2-oxo-3-phenyl-1,2-dihydro-[1,7]naphthyridine-6-carboxylic acid methyl ester (162 mg, 0.42 mmol), glycine (2.11 g, 28 mmol) and NaOMe solution (42 mL, 21 mmol, 0.5M in MeOH) was refluxed for 32 h. After the mixture was cooled to r.t., the solvent was evaporated in vacuo. The residue was dissolved in saturated NaHCO3 and washed with ether. The aqueous layer was acidified to pH 2 with 4M HCl, and the resulting mixture was extracted with EtOAc. The organic layer was ... The yield is 72.6%. RXN SMILES: CO[C:3]([C:5]1[C:6]([OH:29])=[C:7]2[C:12](=[CH:13][N:14]=1)[N:11]([CH2:15][C:16]1[CH:21]=[CH:20][CH:19]=[CH:18][CH:17]=1)[C:10](=[O:22])[C:9]([C:23]1[CH:28]=[CH:27][CH:26]=[CH:25][CH:24]=1)=[CH:8]2)=[O:4].[NH2:30][CH2:31][C:32]([OH:34])=[O:33].C[O-].[Na+]>>[CH2:15]([N:11]1[C:12]2[C:7](=[C:6]([OH:29])[C:5]([C:3]([NH:30][CH2:31][C:32]([OH:34])=[O:33])=[O:4])=[N:14][CH:13]=2)[CH:8]=[C:9]([C:23]2[CH:24]=[CH:25][CH:26]=[CH:27][CH:28]=2)[C:10]1=[O:22])[C:16]1[CH:17]=[CH:18][CH:19]=[CH:20][CH:21]=1 |f:2.3|. Yields the product C(C1=CC=CC=C1)N1C(C(=CC2=C(C(=NC=C12)C(=O)NCC(=O)O)O)C1=CC=CC=C1)=O ([(1-Benzyl-5-hydroxy-2-oxo-3-phenyl-1,2-dihydro-[1,7]naphthyridine-6-carbonyl)-amino]-acetic acid). Reactants: COC(=O)C=1C(=C2C=C(C(N(C2=CN1)CC1=CC=CC=C1)=O)C1=CC=CC=C1)O (1-benzyl-5-hydroxy-2-oxo-3-phenyl-1,2-dihydro-[1,7]naphthyridine-6-carboxylic acid methyl ester), NCC(=O)O (glycine), C[O-].[Na+] (NaOMe). Isolated yield 34.9%. Reaction SMILES: [NH3:1].F[C:3]1[C:8]([C:9]([O:11][CH2:12][CH2:13][CH2:14][CH3:15])=[O:10])=[CH:7][CH:6]=[C:5]([F:16])[N:4]=1.O>C(N)=O>[NH2:1][C:3]1[C:8]([C:9]([O:11][CH2:12][CH2:13][CH2:14][CH3:15])=[O:10])=[CH:7][CH:6]=[C:5]([F:16])[N:4]=1. Reaction conditions: time 8 hour. Procedure details: To a mechanically stirred solution of ammonia (14 grams (g)) in formamide (300 milliliter (ml)) was added all at once butyl 2,6-difluoropyridine-3-carboxylate (29 g, 0.135 mole). The resulting mixture was stirred overnight at room temperature. The mixture was then poured into water (1500 ml) and the product was filtered. After washing with several portions of water, the solid was dissolved in chloroform, dried (MgSO4) and the solvent evaporated. The resulting solid (26 g, m.p.=84°-120° C.) was s... The solvent is C(=O)N (formamide). Reactants: N (ammonia), FC1=NC(=CC=C1C(=O)OCCCC)F (butyl 2,6-difluoropyridine-3-carboxylate), O (water). Yields the product NC1=NC(=CC=C1C(=O)OCCCC)F (butyl 2-amino-6-fluoropyridine-3-carboxylate). The reactants are Grignard reagent, ClP(C1=CC=CC=C1)C1=CC=CC=C1 (chlorodiphenylphosphine), Mg, [NH4+].[Cl-] (NH4Cl), BrC=1C=C(C=C)C=CC1C (3-bromo-4-methyl-styrene). Solvent: C1CCOC1 (THF), C1CCOC1 (THF). Run at time 20 hour. The product is C1(=CC=CC=C1)P(C=1C=C(C=C)C=CC1C)C1=CC=CC=C1 (3-(diphenylphosphino)-4-methyl-styrene). The yield is 40.0%. RXN SMILES: Br[C:2]1[CH:3]=[C:4]([CH:7]=[CH:8][C:9]=1[CH3:10])[CH:5]=[CH2:6].Cl[P:12]([C:19]1[CH:24]=[CH:23][CH:22]=[CH:21][CH:20]=1)[C:13]1[CH:18]=[CH:17][CH:16]=[CH:15][CH:14]=1.[NH4+].[Cl-]>C1COCC1>[C:19]1([P:12]([C:13]2[CH:14]=[CH:15][CH:16]=[CH:17][CH:18]=2)[C:2]2[CH:3]=[C:4]([CH:7]=[CH:8][C:9]=2[CH3:10])[CH:5]=[CH2:6])[CH:20]=[CH:21][CH:22]=[CH:23][CH:24]=1 |f:2.3|. Reported procedure: Mg (0.72 g, 30 mmol) was placed in a 50 mL of round-bottom flask. The flask was dried and filled with nitrogen. Anhydrous THF (10 mL) was injected first and followed by injection of a half amount of a solution of 3-bromo-4-methyl-styrene (3.94 g, 20 mmol) in anhydrous THF (10 mL). After an exothermic reaction started, the second half of the solution was added. The resulting Grignard reagent was added to a solution of chlorodiphenylphosphine (5.25 g, 25 mmol) in anhydrous THF (10 mL) at 0° C. Aft... Starting materials: O=Cc1cccc(Br)c1, C=C(C)C, COC(=O)c1ccccc1N, CC#N, CCOC(C)=O, O=S(=O)([O-])C(F)(F)F, O=S(=O)([O-])C(F)(F)F, O=S(=O)([O-])C(F)(F)F, [Yb+3]. Product: COC(=O)c1cccc2c1NC(c1cccc(Br)c1)CC2(C)C. As a reaction SMILES: [Br:12][c:13]1[cH:14][c:15]([CH:16]=[O:17])[cH:18][cH:19][cH:20]1.[CH2:21]=[C:22]([CH3:23])[CH3:24].[CH3:1][O:2][C:3]([c:4]1[c:5]([NH2:10])[cH:6][cH:7][cH:8][cH:9]1)=[O:11].[CH3:50][C:51]#[N:52].[CH3:53][CH2:54][O:55][C:56](=[O:57])[CH3:58].[F:25][C:26]([F:27])([F:28])[S:29]([O-:30])(=[O:31])=[O:32].[F:34][C:35]([F:36])([F:37])[S:38]([O-:39])(=[O:40])=[O:41].[F:42][C:43]([F:44])([F:45])[S:46]([O-:47])(=[O:48])=[O:49].[Yb+3:33]>>[CH3:1][O:2][C:3]([c:4]1[c:5]2[c:6]([cH:7][cH:8][cH:9]1)[C:22]([CH3:23])([CH3:24])[CH2:21][CH:16]([c:15]1[cH:14][c:13]([Br:12])[cH:20][cH:19][cH:18]1)[NH:10]2)=[O:11]. Reaction SMILES: [Br:11][c:12]1[cH:13][cH:14][c:15]([CH2:18][N:19]2[CH2:20][CH2:21][N:22]([CH2:25][CH3:26])[CH2:23][CH2:24]2)[cH:16][n:17]1.[CH2:27]1[O:28][CH2:29][CH2:30][CH2:31]1.[CH3:1][Si:2]([NH:3][Si:6]([CH3:7])([CH3:8])[CH3:9])([CH3:4])[CH3:5].[Li:10].[O:34]=[C:35]([CH:36]=[CH:37][c:38]1[cH:39][cH:40][cH:41][cH:42][cH:43]1)[CH:44]=[CH:45][c:46]1[cH:47][cH:48][cH:49][cH:50][cH:51]1.[O:52]=[C:53]([CH:54]=[CH:55][c:56]1[cH:57][cH:58][cH:59][cH:60][cH:61]1)[CH:62]=[CH:63][c:64]1[cH:65][cH:66][cH:67][cH:68][cH:69]1.[O:70]=[C:71]([CH:72]=[CH:73][c:74]1[cH:75][cH:76][cH:77][cH:78][cH:79]1)[CH:80]=[CH:81][c:82]1[cH:83][cH:84][cH:85][cH:86][cH:87]1.[OH2:88].[Pd:32].[Pd:33]>>[NH2:3][c:12]1[cH:13][cH:14][c:15]([CH2:18][N:19]2[CH2:20][CH2:21][N:22]([CH2:25][CH3:26])[CH2:23][CH2:24]2)[cH:16][n:17]1. Starting materials: CCN1CCN(Cc2ccc(Br)nc2)CC1, C1CCOC1, C[Si](C)(C)N[Si](C)(C)C, [Li], O=C(C=Cc1ccccc1)C=Cc1ccccc1, O=C(C=Cc1ccccc1)C=Cc1ccccc1, O=C(C=Cc1ccccc1)C=Cc1ccccc1, O, [Pd], [Pd]. Yields the product CCN1CCN(Cc2ccc(N)nc2)CC1. As a reaction SMILES: [Cl:1][CH2:2][CH2:3][CH2:4][N:5]1C(=O)[C:9]2[CH:12]=[CH:13][CH:14]=[CH:15][C:8]=2[Si:7]([CH3:17])([CH3:16])[CH2:6]1.C[Si]1(C)C2C=CC=CC=2[S:22](=[O:30])(=[O:29])NC1.C([Li])CCC.ClCCCBr>O1CCCC1>[CH3:16][Si:7]1([CH3:17])[C:8]2[CH:15]=[CH:14][CH:13]=[CH:12][C:9]=2[S:22](=[O:30])(=[O:29])[N:5]([CH2:4][CH2:3][CH2:2][Cl:1])[CH2:6]1. The reactants are ClCCCN1C[Si](C2=C(C1=O)C=CC=C2)(C)C (3-(3-chloropropyl)-1,1-dimethyl-4-oxo-1,2,3,4-tetrahydro-3,1-benzazasiline), ClCCCBr (1-chloro-3-bromopropane), C[Si]1(CNS(C2=C1C=CC=C2)(=O)=O)C (4,4-dimethyl-3H-1,2,4-benzothiazasiline 1,1-dioxide), C(CCC)[Li] (n-butyllithium). Run in O1CCCC1 (tetrahydrofuran). Procedure details: 4,4-Dimethyl-2-(3-chloropropyl)-3H-1,2,4-benzothiazasiline 1,1-dioxide may be obtained in a manner similar to that described in Example 4 for the preparation of 3-(3-chloropropyl)-1,1-dimethyl-4-oxo-1,2,3,4-tetrahydro-3,1-benzazasiline, but using 3.2 g of 4,4-dimethyl-3H-1,2,4-benzothiazasiline 1,1-dioxide, 10.5 cm3 of n-butyllithium, 5.3 g of 1-chloro-3-bromopropane and 50 cm3 of tetrahydrofuran. After purification by flash chromatography on a silica column under a nitrogen stream at moderate p... Product: C[Si]1(CN(S(C2=C1C=CC=C2)(=O)=O)CCCCl)C (4,4-dimethyl-2-(3-chloropropyl) 3H-1,2,4-benzothiazasiline 1,1-dioxide).